From a dataset of the Open Reaction Database (ORD), a public repository of structured organic reaction records. describe an organic reaction: reactants, conditions, products, and yield The reactants are C1(=CC=CC=C1)[C@H](C)NC1=NC=CC(=N1)N1C=NC2=C1C=CC(=C2)I (2-[(S)-1-phenylethylamino]-4-[5-iodobenzimidazol-1-yl]pyrimidine), C(CCC)[Sn](C=1SC=CC1)(CCCC)CCCC (2-(tributylstannyl)-thiophene), CN(C)C=O (DMF). Reagents/catalysts: C=1C=CC(=CC1)[P](C=2C=CC=CC2)(C=3C=CC=CC3)[Pd]([P](C=4C=CC=CC4)(C=5C=CC=CC5)C=6C=CC=CC6)([P](C=7C=CC=CC7)(C=8C=CC=CC8)C=9C=CC=CC9)[P](C=1C=CC=CC1)(C=1C=CC=CC1)C=1C=CC=CC1 (Pd(PPh3)4). Solvent: C(C)OCC (ethyl ether). Reaction conditions: temperature 100 celsius, time 2 hour. Yields the product C1(=CC=CC=C1)[C@H](C)NC1=NC=CC(=N1)N1C=NC2=C1C=CC(=C2)C=2SC=CN2 (2-[(S)-1-Phenylethylamino]-4-[5-(thiazol-2-yl)benzimidazol-1-yl]pyrimidine). RXN SMILES: [C:1]1([C@@H:7]([NH:9][C:10]2[N:15]=[C:14]([N:16]3[C:20]4[CH:21]=[CH:22][C:23](I)=[CH:24][C:19]=4[N:18]=[CH:17]3)[CH:13]=[CH:12][N:11]=2)[CH3:8])[CH:6]=[CH:5][CH:4]=[CH:3][CH:2]=1.C([Sn](CCCC)(CCCC)[C:31]1[S:32][CH:33]=C[CH:35]=1)CCC.C[N:45](C=O)C>C1C=CC([P]([Pd]([P](C2C=CC=CC=2)(C2C=CC=CC=2)C2C=CC=CC=2)([P](C2C=CC=CC=2)(C2C=CC=CC=2)C2C=CC=CC=2)[P](C2C=CC=CC=2)(C2C=CC=CC=2)C2C=CC=CC=2)(C2C=CC=CC=2)C2C=CC=CC=2)=CC=1.C(OCC)C>[C:1]1([C@@H:7]([NH:9][C:10]2[N:15]=[C:14]([N:16]3[C:20]4[CH:21]=[CH:22][C:23]([C:33]5[S:32][CH:31]=[CH:35][N:45]=5)=[CH:24][C:19]=4[N:18]=[CH:17]3)[CH:13]=[CH:12][N:11]=2)[CH3:8])[CH:6]=[CH:5][CH:4]=[CH:3][CH:2]=1 |^1:52,54,73,92|. Procedure: A solution containing 28 mg of 2-[(S)-1-phenylethylamino]-4-[5-iodobenzimidazol-1-yl]pyrimidine, 60 μL 2-(tributylstannyl)-thiophene, 0.7 mg Pd(PPh3)4 and 3 mL DMF was stirred under nitrogen at 100° C. for 2 hours. The solution was cooled to room temperature, added to 100 mL of ethyl ether, washed three times with water and then once with brine. The organic phase was dried over MgSO4, filtered and concentrated under reduced pressure. The residue was purified by flash chromatography eluting with ... Reactants: Cl.Cl.N1=CC(=CC=C1)C1=CC2CNCC(C1)C2 (7-(3-pyridinyl)-3-azabicyclo[3.3.1]non-6-ene dihydrochloride), [H][H] (hydrogen). The reagents and catalysts are [Pd] (Pd/C). The solvent is CO (methanol). Run at time 3 hour. The product is Cl.Cl.N1=CC(=CC=C1)C1CC2CNCC(C1)C2 (7-(3-Pyridinyl)-3-azabicyclo[3.3.1]nonane dihydrochloride), solid. The yield is 100.0%. RXN SMILES: [ClH:1].Cl.[N:3]1[CH:8]=[CH:7][CH:6]=[C:5]([C:9]2[CH2:16][CH:15]3[CH2:17][CH:11]([CH2:12][NH:13][CH2:14]3)[CH:10]=2)[CH:4]=1.[H][H]>CO.[Pd]>[ClH:1].[ClH:1].[N:3]1[CH:8]=[CH:7][CH:6]=[C:5]([CH:9]2[CH2:16][CH:15]3[CH2:17][CH:11]([CH2:12][NH:13][CH2:14]3)[CH2:10]2)[CH:4]=1 |f:0.1.2,6.7.8|. Reported procedure: 7-(3-pyridinyl)-3-azabicyclo[3.3.1]non-6-ene dihydrochloride (17.2 mg, 0.0629 mmol) was dissolved in methanol (10 ml), and 10% Pd/C (5 mg) was added. The mixture was hydrogenated for 3 h using a hydrogen-filled balloon. When the reaction was complete, the reaction was filtered through Celite, washed with methanol and concentrated by rotary evaporation to a light brown solid. This was dissolved in ethanol (10 ml) and treated with concentrated HCl (5 drops). The excess HCl and residual water were ... The product is CCCN(CC1CCN(C(=O)N2CCOCC2)CC1)C1CCc2ccc(NC(=O)C(C)C)cc2C1. Reaction SMILES: [C:31]([CH:32]([CH3:33])[CH3:34])(=[O:35])[Cl:36].[CH:40]([N:41]([CH2:42][CH3:43])[CH:44]([CH3:45])[CH3:46])([CH3:47])[CH3:48].[Cl:37][CH2:38][Cl:39].[NH2:1][c:2]1[cH:3][cH:4][c:5]2[c:10]([cH:11]1)[CH2:9][CH:8]([N:12]([CH2:13][CH2:14][CH3:15])[CH2:16][CH:17]1[CH2:18][CH2:19][N:20]([C:23](=[O:24])[N:25]3[CH2:26][CH2:27][O:28][CH2:29][CH2:30]3)[CH2:21][CH2:22]1)[CH2:7][CH2:6]2>>[NH:1]([c:2]1[cH:3][cH:4][c:5]2[c:10]([cH:11]1)[CH2:9][CH:8]([N:12]([CH2:13][CH2:14][CH3:15])[CH2:16][CH:17]1[CH2:18][CH2:19][N:20]([C:23](=[O:24])[N:25]3[CH2:26][CH2:27][O:28][CH2:29][CH2:30]3)[CH2:21][CH2:22]1)[CH2:7][CH2:6]2)[C:31]([CH:32]([CH3:33])[CH3:34])=[O:35]. Starting materials: CC(C)C(=O)Cl, CCN(C(C)C)C(C)C, ClCCl, CCCN(CC1CCN(C(=O)N2CCOCC2)CC1)C1CCc2ccc(N)cc2C1. The reactants are C1CCOC1, C=CCOC(=O)N1CCC(c2csc(S)n2)=CC1C, C[Si](C)(C)[N-][Si](C)(C)C, CC#N, [Li+], C=CCOC(=O)C1=C(OP(Oc2ccccc2)Oc2ccccc2)C(C)C2C(C(C)O[Si](C)(C)C)C(=O)N12, O. Product: C=CCOC(=O)C1=C(Sc2nc(C3=CC(C)N(C(=O)OCC=C)CC3)cs2)C(C)C2C(C(C)O[Si](C)(C)C)C(=O)N12. Reaction SMILES: [CH2:71]1[O:72][CH2:73][CH2:74][CH2:75]1.[CH3:11][CH:12]1[CH:13]=[C:14]([c:24]2[n:25][c:26]([SH:29])[s:27][cH:28]2)[CH2:15][CH2:16][N:17]1[C:18](=[O:19])[O:20][CH2:21][CH:22]=[CH2:23].[CH3:1][Si:2]([CH3:3])([CH3:4])[N-:5][Si:6]([CH3:7])([CH3:8])[CH3:9].[CH3:68][C:69]#[N:70].[Li+:10].[O:30]([P:31]([O:32][c:33]1[cH:34][cH:35][cH:36][cH:37][cH:38]1)[O:61][C:39]1=[C:40]([C:55](=[O:56])[O:57][CH2:58][CH:59]=[CH2:60])[N:41]2[C:42](=[O:54])[CH:43]([CH:47]([CH3:48])[O:49][Si:50]([CH3:51])([CH3:52])[CH3:53])[CH:44]2[CH:45]1[CH3:46])[c:62]1[cH:63][cH:64][cH:65][cH:66][cH:67]1.[OH2:76]>>[CH3:11][CH:12]1[CH:13]=[C:14]([c:24]2[n:25][c:26]([S:29][C:39]3=[C:40]([C:55](=[O:56])[O:57][CH2:58][CH:59]=[CH2:60])[N:41]4[C:42](=[O:54])[CH:43]([CH:47]([CH3:48])[O:49][Si:50]([CH3:51])([CH3:52])[CH3:53])[CH:44]4[CH:45]3[CH3:46])[s:27][cH:28]2)[CH2:15][CH2:16][N:17]1[C:18](=[O:19])[O:20][CH2:21][CH:22]=[CH2:23]. The reactants are CC(C)(C)OC(=O)NC1(C(=O)O)CCC1, ClCCCl, CN(C)c1ccncc1, ClCCl, OCc1ccccc1, c1ccncc1. Yields the product CC(C)(C)OC(=O)NC1(C(=O)OCc2ccccc2)CCC1. Reaction SMILES: [C:1](=[O:2])([O:3][C:4]([CH3:5])([CH3:6])[CH3:7])[NH:8][C:9]1([C:13](=[O:14])[OH:15])[CH2:10][CH2:11][CH2:12]1.[CH2:16]([Cl:17])[CH2:18][Cl:19].[CH3:37][N:38]([c:39]1[cH:40][cH:41][n:42][cH:43][cH:44]1)[CH3:45].[Cl:34][CH2:35][Cl:36].[OH:26][CH2:27][c:28]1[cH:29][cH:30][cH:31][cH:32][cH:33]1.[cH:20]1[cH:21][cH:22][n:23][cH:24][cH:25]1>>[C:1](=[O:2])([O:3][C:4]([CH3:5])([CH3:6])[CH3:7])[NH:8][C:9]1([C:13]([O:14][CH2:27][c:28]2[cH:29][cH:30][cH:31][cH:32][cH:33]2)=[O:15])[CH2:10][CH2:11][CH2:12]1. The reactants are CCOC(=O)c1cc(CC)nc(SC)n1, C1CCOC1, CCO, Cl, [Li+], [OH-]. The product is CCc1cc(C(=O)O)nc(SC)n1. RXN SMILES: [CH2:1]([CH3:2])[O:3][C:4](=[O:5])[c:6]1[n:7][c:8]([S:14][CH3:15])[n:9][c:10]([CH2:12][CH3:13])[cH:11]1.[CH2:20]1[O:21][CH2:22][CH2:23][CH2:24]1.[CH3:17][CH2:18][OH:19].[ClH:16].[Li+:26].[OH-:25]>>[O:3]=[C:4]([OH:5])[c:6]1[n:7][c:8]([S:14][CH3:15])[n:9][c:10]([CH2:12][CH3:13])[cH:11]1. Reactants: COC(C1=CC=C(C=C1)CN(CC(C)=O)C(C1=C(C=C(C=C1)Cl)C(C1=CC=CC=C1)=O)=O)=O (4-[[(2-benzoyl-4-chlorobenzoyl)(2-oxopropyl)amino]methyl]benzoic acid methyl ester), CO (methanol), N12CCCCCC2=NCCC1 (1,8-diazabicyclo[5.4.0]undeca-7-ene). Run in C1CCOC1 (THF). Yields the product COC(C1=CC=C(C=C1)CN1C(C2=CC=C(C=C2C(=C1C(C)=O)C1=CC=CC=C1)Cl)=O)=O (4-[(3-acetyl-6-chloro-1-oxo-4-phenyl-1H-isoquinolin-2-yl)methyl]benzoic acid methyl ester). Isolated yield 57.6%. RXN SMILES: [CH3:1][O:2][C:3](=[O:33])[C:4]1[CH:9]=[CH:8][C:7]([CH2:10][N:11]([C:16](=[O:32])[C:17]2[CH:22]=[CH:21][C:20]([Cl:23])=[CH:19][C:18]=2[C:24](=O)[C:25]2[CH:30]=[CH:29][CH:28]=[CH:27][CH:26]=2)[CH2:12][C:13](=[O:15])[CH3:14])=[CH:6][CH:5]=1.CO.N12CCCN=C1CCCCC2>C1COCC1>[CH3:1][O:2][C:3](=[O:33])[C:4]1[CH:5]=[CH:6][C:7]([CH2:10][N:11]2[C:12]([C:13](=[O:15])[CH3:14])=[C:24]([C:25]3[CH:30]=[CH:29][CH:28]=[CH:27][CH:26]=3)[C:18]3[C:17](=[CH:22][CH:21]=[C:20]([Cl:23])[CH:19]=3)[C:16]2=[O:32])=[CH:8][CH:9]=1. Procedure: [Step 1] To a solution (100 ml) of 2-benzoyl-4-chlorobenzoic acid (7.0 g) in THF were added 4-[(2-hydroxypropylamino)methyl]benzoic acid methyl ester (6.0 g), 1-ethyl-3-(3-dimethylaminopropyl)carbodiimide hydrochloride (7.7 g), 1-hydroxy-1H-benzotriazole monohydrate (4.1 g), acetonitrile (100 ml) and triethylamine (20 ml) at room temperature. The reaction mixture was stirred at room temperature for 12 hrs. and concentrated under reduced pressure. Saturated aqueous sodium hydrogen carbonate was a...